Dataset: the Open Reaction Database (ORD), a public repository of structured organic reaction records. Task: describe an organic reaction: reactants, conditions, products, and yield Reactants: C(C)OC(CC(=O)OCC)C1=CC=C(C=C1)O (Ethyl 3-ethoxy-3-(4-hydroxyphenyl)propionate), [N+](=O)([O-])C=1C=C(CO)C=CC1 (3-nitrobenzyl alcohol), C([O-])([O-])=O.[K+].[K+] (potassium carbonate). Solvent: CC(=O)C (acetone). Run at time 12 hour. The product is C(C)OC(CC(=O)OCC)C1=CC=C(C=C1)OCC1=CC(=CC=C1)[N+](=O)[O-] (Ethyl 3-ethoxy-3-{4-[(3-nitrobenzyl)oxy]phenyl}propionate). RXN SMILES: [CH2:1]([O:3][CH:4]([C:11]1[CH:16]=[CH:15][C:14]([OH:17])=[CH:13][CH:12]=1)[CH2:5][C:6]([O:8][CH2:9][CH3:10])=[O:7])[CH3:2].[N+:18]([C:21]1[CH:22]=[C:23]([CH:26]=[CH:27][CH:28]=1)[CH2:24]O)([O-:20])=[O:19].C(=O)([O-])[O-].[K+].[K+]>CC(C)=O>[CH2:1]([O:3][CH:4]([C:11]1[CH:12]=[CH:13][C:14]([O:17][CH2:24][C:23]2[CH:26]=[CH:27][CH:28]=[C:21]([N+:18]([O-:20])=[O:19])[CH:22]=2)=[CH:15][CH:16]=1)[CH2:5][C:6]([O:8][CH2:9][CH3:10])=[O:7])[CH3:2] |f:2.3.4|. Procedure: Ethyl 3-ethoxy-3-(4-hydroxyphenyl)propionate (200 mg, 0.839 mmol) produced in Example 1 (1C) and 3-nitrobenzyl alcohol (200 mg, 0.926 mmol) were dissolved in acetone (4 mL), and potassium carbonate (136 mg, 0.984 mmol) were added thereto at room temperature, and then, the resulting mixture was stirred at room temperature for 12 hours.